Dataset: the Open Reaction Database (ORD), a public repository of structured organic reaction records. Task: describe an organic reaction: reactants, conditions, products, and yield Reactants: C(C)(C)(C)OC(NCC1=CC=C(C=C1)OC1=C(C=CC=C1)[N+](=O)[O-])=O (tert-butyl[4-(2-nitrophenoxy)benzyl]carbamate). Reagents/catalysts: [C].[Pd] (carbon palladium). Run in C(C)O (ethanol). Yields the product C(C)(C)(C)OC(NCC1=CC=C(C=C1)OC1=C(C=CC=C1)N)=O (tert-butyl[4-(2-aminophenoxy)benzyl]carbamate). The yield is 86.6%. As a reaction SMILES: [C:1]([O:5][C:6](=[O:25])[NH:7][CH2:8][C:9]1[CH:14]=[CH:13][C:12]([O:15][C:16]2[CH:21]=[CH:20][CH:19]=[CH:18][C:17]=2[N+:22]([O-])=O)=[CH:11][CH:10]=1)([CH3:4])([CH3:3])[CH3:2]>[C].[Pd].C(O)C>[C:1]([O:5][C:6](=[O:25])[NH:7][CH2:8][C:9]1[CH:14]=[CH:13][C:12]([O:15][C:16]2[CH:21]=[CH:20][CH:19]=[CH:18][C:17]=2[NH2:22])=[CH:11][CH:10]=1)([CH3:4])([CH3:2])[CH3:3] |f:1.2|. Procedure details: 10% carbon-palladium (0.2 g) was added to an ethanol (20 ml) solution of tert-butyl[4-(2-nitrophenoxy)benzyl]carbamate (1.43 g, 4.15 mmols). The resulting mixture was hydrogenated at room temperature under atmospheric pressure. The catalyst was removed through filtration, and the filtrate was concentrated under reduced pressure. An oil of tert-butyl[4-(2-aminophenoxy)benzyl]carbamate (1.13 g, 86.9%) was obtained.